describe an organic reaction: reactants, conditions, products, and yield From a dataset of the Open Reaction Database (ORD), a public repository of structured organic reaction records. The reactants are ClC1=C(C=CC(=C1)Cl)[N+](=O)[O-] (2,4-dichloronitrobenzene), CS(=O)C (DMSO), [OH-].[Na+] (NaOH). Run in O (water). Conditions: temperature 60 celsius, time 22 hour. The product is ClC=1C=CC(=C(C1)O)[N+](=O)[O-] (5-chloro-2-nitrophenol). RXN SMILES: Cl[C:2]1[CH:7]=[C:6]([Cl:8])[CH:5]=[CH:4][C:3]=1[N+:9]([O-:11])=[O:10].CS(C)=[O:14].[OH-].[Na+]>O>[Cl:8][C:6]1[CH:5]=[CH:4][C:3]([N+:9]([O-:11])=[O:10])=[C:2]([OH:14])[CH:7]=1 |f:2.3|. Procedure details: 192 g of 2,4-dichloronitrobenzene, 220 g of DMSO and 0.5 ml of the emulsifier specified in Example 1 are introduced into the reaction vessel. 160 g of 50% NaOH are added at 60° C. within 1 hour and the reaction mixture is stirred for 22 hours at 60° C. Subsequently 150 ml of water are added, the mixture is stirred until the temperature has cooled to 20° C. and the red sodium salt of 5-chloro-2-nitrophenol is suction-filtered and washed three times with 50 ml portions of water. The moist salt is ... Starting materials: C1=CC=CC=2OC3=C(C21)C=CC=C3 (dibenzofuran), C1=CC=CC=2OC3=C(C21)C=CC=C3 (dibenzofuran), C1CC2=CC=CC3=CC=CC1=C23 (acenaphthene), 2-aminodiphenyl oxide. Reagents/catalysts: oxide. The product is C1=CC=CC=2OC3=C(C21)C=CC=C3 (dibenzofuran), C1(=CC=CC=C1)C1=C(C=CC=C1)O (orthophenylphenol). Reaction SMILES: [CH:1]1[C:9]2[C:8]3[CH:10]=[CH:11][CH:12]=[CH:13][C:7]=3[O:6][C:5]=2[CH:4]=[CH:3][CH:2]=1.C1C2=C3C(=CC=C2)C=CC=C3C1>>[CH:1]1[C:9]2[C:8]3[CH:10]=[CH:11][CH:12]=[CH:13][C:7]=3[O:6][C:5]=2[CH:4]=[CH:3][CH:2]=1.[C:8]1([C:9]2[CH:1]=[CH:2][CH:3]=[CH:4][C:5]=2[OH:6])[CH:7]=[CH:13][CH:12]=[CH:11][CH:10]=1. Procedure: Commercial use of these materials has been hampered however, by reason of high costs, presence of impurities, and general unavailability. Commercially available dibenzofuran for example is presently obtained from coal tar and frequently contains impurities such as acenaphthene and fluroene which cannot conveniently be separated by commercially suitable methods such as washing, recrystallization, or distillation. In some cases dibenzofuran having greater purity as compared to that obtained from c... Procedure details: No. 6801291, tert-butyl (E)-(2S,3S)-11-(2-heptyl-[1,3]dioxolan-2-yl)-2-hydroxy-3-((S)-4-isopropyl-5,5-diphenyl-2-thioxo-oxazolidine-3-carbonyl)-2-(2-methoxy-ethyl)-undec-4-enoate (62 mg, 0.0824 mmol) and (S)-2-amino-3-(4-butoxy-phenyl)-N-methyl-propionamide (23 mg, 0.0989 mmol) were dissolved in dichloromethane. The solvent was distilled off under reduced pressure. The resulting residue was reacted at 45° C. for 4 days. After confirming the consumption of the starting materials by LCMS, the reac... Product: C(CCC)OC1=CC=C(C=C1)C[C@@H](C(NC)=O)NC(=O)[C@H]([C@](C(=O)OC(C)(C)C)(CCOC)O)\C=C\CCCCCCC1(OCCO1)CCCCCCC (tert-butyl (E)-(2S,3S)-3-[(S)-2-(4-butoxy-phenyl)-1-methylcarbamoyl-ethylcarbamoyl]-11-(2-hept yl-[1,3]dioxolan-2-yl)-2-hydroxy-2-(2-methoxy-ethyl)-undec-4-enoate). The reactants are C(CCCCCC)C1(OCCO1)CCCCCC/C=C/[C@@H]([C@](C(=O)OC(C)(C)C)(CCOC)O)C(=O)N1C(OC([C@@H]1C(C)C)(C1=CC=CC=C1)C1=CC=CC=C1)=S (tert-butyl (E)-(2S,3S)-11-(2-heptyl-[1,3]dioxolan-2-yl)-2-hydroxy-3-((S)-4-isopropyl-5,5-diphenyl-2-thioxo-oxazolidine-3-carbonyl)-2-(2-methoxy-ethyl)-undec-4-enoate), N[C@H](C(=O)NC)CC1=CC=C(C=C1)OCCCC ((S)-2-amino-3-(4-butoxy-phenyl)-N-methyl-propionamide). Run in ClCCl (dichloromethane). Yield: 52.6%. RXN SMILES: [CH2:1]([C:8]1([CH2:13][CH2:14][CH2:15][CH2:16][CH2:17][CH2:18]/[CH:19]=[CH:20]/[C@H:21]([C:35](N2[C@@H](C(C)C)C(C3C=CC=CC=3)(C3C=CC=CC=3)OC2=S)=[O:36])[C@@:22]([OH:34])([CH2:30][CH2:31][O:32][CH3:33])[C:23]([O:25][C:26]([CH3:29])([CH3:28])[CH3:27])=[O:24])[O:12][CH2:11][CH2:10][O:9]1)[CH2:2][CH2:3][CH2:4][CH2:5][CH2:6][CH3:7].[NH2:58][C@@H:59]([CH2:64][C:65]1[CH:70]=[CH:69][C:68]([O:71][CH2:72][CH2:73][CH2:74][CH3:75])=[CH:67][CH:66]=1)[C:60]([NH:62][CH3:63])=[O:61]>ClCCl>[CH2:72]([O:71][C:68]1[CH:67]=[CH:66][C:65]([CH2:64][C@H:59]([NH:58][C:35]([C@@H:21](/[CH:20]=[CH:19]/[CH2:18][CH2:17][CH2:16][CH2:15][CH2:14][CH2:13][C:8]2([CH2:1][CH2:2][CH2:3][CH2:4][CH2:5][CH2:6][CH3:7])[O:9][CH2:10][CH2:11][O:12]2)[C@@:22]([OH:34])([CH2:30][CH2:31][O:32][CH3:33])[C:23]([O:25][C:26]([CH3:29])([CH3:28])[CH3:27])=[O:24])=[O:36])[C:60](=[O:61])[NH:62][CH3:63])=[CH:70][CH:69]=1)[CH2:73][CH2:74][CH3:75]. Reactants: C1=CC=CC=2C3=CC=CC=C3C(C12)COC(NCC=1N(C(C2=CC=C(C=C2C1OCCCC)C(=S)N)=O)CC(C)C)=O (9H-fluoren-9-ylmethyl[6-(aminocarbothioyl)-4-butoxy-2-isobutyl-1-oxo-1,2-dihydro-3-isoquinolinyl]methylcarbamate), ClCC(=O)OCC (ethyl 2-chloroacetate), C(C)O (ethanol), O (water). Product: C(CCC)OC1=C(N(C(C2=CC=C(C=C12)C=1SC(=C(N1)C)C(=O)OCC)=O)CC(C)C)CNC(=O)OCC1C2=CC=CC=C2C=2C=CC=CC12 (ethyl 2-[4-butoxy-3-({[(9H-fluoren-9-ylmethoxy)carbonyl]amino}methyl)-2-isobutyl-1-oxo-1,2-dihydro-6-isoquinolinyl]-4methyl-1,3-thiazole-5-carboxylate). The yield is 65.3%. Reaction SMILES: [CH:1]1[C:13]2[CH:12]([CH2:14][O:15][C:16](=[O:42])[NH:17][CH2:18][C:19]3[N:20]([CH2:38][CH:39]([CH3:41])[CH3:40])[C:21](=[O:37])[C:22]4[C:27]([C:28]=3[O:29][CH2:30][CH2:31][CH2:32][CH3:33])=[CH:26][C:25]([C:34]([NH2:36])=[S:35])=[CH:24][CH:23]=4)[C:11]3[C:6](=[CH:7][CH:8]=[CH:9][CH:10]=3)[C:5]=2[CH:4]=[CH:3][CH:2]=1.Cl[CH2:44][C:45]([O:47][CH2:48][CH3:49])=[O:46].O.[CH2:51](O)[CH3:52]>>[CH2:30]([O:29][C:28]1[C:27]2[C:22](=[CH:23][CH:24]=[C:25]([C:34]3[S:35][C:44]([C:45]([O:47][CH2:48][CH3:49])=[O:46])=[C:51]([CH3:52])[N:36]=3)[CH:26]=2)[C:21](=[O:37])[N:20]([CH2:38][CH:39]([CH3:41])[CH3:40])[C:19]=1[CH2:18][NH:17][C:16]([O:15][CH2:14][CH:12]1[C:11]2[CH:10]=[CH:9][CH:8]=[CH:7][C:6]=2[C:5]2[C:13]1=[CH:1][CH:2]=[CH:3][CH:4]=2)=[O:42])[CH2:31][CH2:32][CH3:33]. Procedure: A solution of 9H-fluoren-9-ylmethyl[6-(aminocarbothioyl)-4-butoxy-2-isobutyl-1-oxo-1,2-dihydro-3-isoquinolinyl]methylcarbamate (2.33 g, 4 mmol) and ethyl 2-chloroacetate (1.32 g, 8 mmol) in ethanol (20 ml) was refluxed under heating for 10 h. The resulting reaction mixture was poured into water and extracted with ethyl acetate. The extract was washed with brine, dried over anhydrous magnesium sulfate and concentrated under reduced pressure. The residue was purified by silica gel column chromatog...